Dataset: the Open Reaction Database (ORD), a public repository of structured organic reaction records. Task: describe an organic reaction: reactants, conditions, products, and yield As a reaction SMILES: [CH2:31]([NH:33][C:32]([c:34]1[cH:35][c:36]([O:37][c:38]2[cH:39][cH:40][c:41]([NH2:42])[cH:43][cH:44]2)[cH:45][cH:46][n:47]1)=[O:48])[CH3:49].[Cl:15][c:16]1[c:17]([C:18]([F:19])([F:20])[F:21])[cH:22][c:23]([N:26]=[C:27]=[O:28])[c:24]([O:25][CH3:29])[cH:30]1.[Cl:1][c:2]1[cH:3][c:4]([O:13][CH3:14])[c:5]([NH2:6])[cH:7][c:8]1[C:9]([F:10])([F:11])[F:12]>>[Cl:1][c:2]1[cH:3][c:4]([O:13][CH3:14])[c:5]([NH2:6])[cH:7][c:8]1[C:9]([F:10])([F:11])[F:12].[NH2:26][C:27](=[O:28])[NH2:33]. Yields the product COc1cc(Cl)c(C(F)(F)F)cc1N, NC(N)=O. Reactants: CCNC(=O)c1cc(Oc2ccc(N)cc2)ccn1, COc1cc(Cl)c(C(F)(F)F)cc1N=C=O, COc1cc(Cl)c(C(F)(F)F)cc1N. Starting materials: CC(CC(=O)O)NC(=O)NCc1ccccc1, CCN=C=NCCCN(C)C, CCOC(C)=O, CCN(C(C)C)C(C)C, ClCCl, CCOC(CN(Cc1cccc2scnc12)C(=O)C(N)Cc1ccc(OC(C)(C)C)cc1)OCC, On1nnc2ccccc21. The product is CCOC(CN(Cc1cccc2scnc12)C(=O)C(Cc1ccc(OC(C)(C)C)cc1)NC(=O)CC(C)NC(=O)NCc1ccccc1)OCC. As a reaction SMILES: [CH2:36]([c:37]1[cH:38][cH:39][cH:40][cH:41][cH:42]1)[NH:43][C:44]([NH:45][CH:46]([CH2:47][C:48](=[O:49])[OH:50])[CH3:51])=[O:52].[CH3:53][CH2:54][N:55]=[C:56]=[N:57][CH2:58][CH2:59][CH2:60][N:61]([CH3:62])[CH3:63].[CH3:86][CH2:87][O:88][C:89]([CH3:90])=[O:91].[CH:74]([N:75]([CH2:76][CH3:77])[CH:78]([CH3:79])[CH3:80])([CH3:81])[CH3:82].[Cl:83][CH2:84][Cl:85].[NH2:1][CH:2]([C:3](=[O:4])[N:5]([CH2:6][CH:7]([O:8][CH2:9][CH3:10])[O:11][CH2:12][CH3:13])[CH2:14][c:15]1[cH:16][cH:17][cH:18][c:19]2[c:20]1[n:21][cH:22][s:23]2)[CH2:24][c:25]1[cH:26][cH:27][c:28]([O:31][C:32]([CH3:33])([CH3:34])[CH3:35])[cH:29][cH:30]1.[OH:64][n:65]1[c:66]2[c:67]([cH:68][cH:69][cH:70][cH:71]2)[n:72][n:73]1>>[NH:1]([CH:2]([C:3](=[O:4])[N:5]([CH2:6][CH:7]([O:8][CH2:9][CH3:10])[O:11][CH2:12][CH3:13])[CH2:14][c:15]1[cH:16][cH:17][cH:18][c:19]2[c:20]1[n:21][cH:22][s:23]2)[CH2:24][c:25]1[cH:26][cH:27][c:28]([O:31][C:32]([CH3:33])([CH3:34])[CH3:35])[cH:29][cH:30]1)[C:48]([CH2:47][CH:46]([NH:45][C:44]([NH:43][CH2:36][c:37]1[cH:38][cH:39][cH:40][cH:41][cH:42]1)=[O:52])[CH3:51])=[O:49]. Reactants: BrC1=CC=C(CO)C=C1 (4-bromobenzyl alcohol), FC1=NC=CC=C1 (2-fluoropyridine), CC(C)([O-])C.[K+] (potassium tert-butoxide), C([O-])(O)=O.[Na+] (sodium bicarbonate), target product. Run in O1CCCC1 (tetrahydrofuran), O1CCCC1 (tetrahydrofuran), CCCCCCC (heptane), CCCCCCC (heptane). Reaction conditions: temperature 22 celsius, time 3 hour. Product: product, BrC1=CC=C(COC2=NC=CC=C2)C=C1 (2-[(4-bromobenzyl)oxy]pyridine). Yield: 93.2%. Reaction SMILES: [Br:1][C:2]1[CH:9]=[CH:8][C:5]([CH2:6][OH:7])=[CH:4][CH:3]=1.F[C:11]1[CH:16]=[CH:15][CH:14]=[CH:13][N:12]=1.CC(C)([O-])C.[K+].C(=O)(O)[O-].[Na+]>O1CCCC1.CCCCCCC>[Br:1][C:2]1[CH:9]=[CH:8][C:5]([CH2:6][O:7][C:11]2[CH:16]=[CH:15][CH:14]=[CH:13][N:12]=2)=[CH:4][CH:3]=1 |f:2.3,4.5|. Procedure: Under a nitrogen atmosphere, to a solution of 4-bromobenzyl alcohol (600 g, 3.21 mol) and 2-fluoropyridine (343 g, 3.53 mol) in tetrahydrofuran (1069 mL) was added a solution of potassium tert-butoxide (396 g, 3.53 mol) in tetrahydrofuran (3208 mL) (63 min, 9.2 to 20.5° C.) dropwise under a 7° C. cooling. After stirring at 22° C. for three hours, an aqueous solution of 5% sodium bicarbonate (prepared from sodium bicarbonate: 160 g and water: 3208 mL) was added thereto dropwise (20 min, 21.0 to 2... Reactants: [Br-], CCOC(=O)C[P+](c1ccccc1)(c1ccccc1)c1ccccc1, C1COCCO1, CC(C)(C)[O-], [K+], O, O=C1c2cc(S(=O)(=O)Nc3cccc(O)c3)ccc2-c2ccc(S(=O)(=O)Nc3cccc(O)c3)cc21. Reaction SMILES: [Br-:1].[C:2](=[O:3])([O:4][CH2:5][CH3:6])[CH2:7][P+:8]([c:9]1[cH:10][cH:11][cH:12][cH:13][cH:14]1)([c:15]1[cH:16][cH:17][cH:18][cH:19][cH:20]1)[c:21]1[cH:22][cH:23][cH:24][cH:25][cH:26]1.[CH2:70]1[O:71][CH2:72][CH2:73][O:74][CH2:75]1.[CH3:27][C:28]([CH3:29])([O-:30])[CH3:31].[K+:32].[OH2:69].[OH:33][c:34]1[cH:35][c:36]([NH:40][S:41](=[O:42])(=[O:43])[c:44]2[cH:45][c:46]3[c:54]([cH:55][cH:56]2)-[c:53]2[c:48]([cH:49][c:50]([S:57](=[O:58])(=[O:59])[NH:60][c:61]4[cH:62][c:63]([OH:67])[cH:64][cH:65][cH:66]4)[cH:51][cH:52]2)[C:47]3=[O:68])[cH:37][cH:38][cH:39]1>>[C:2](=[O:3])([O:4][CH2:5][CH3:6])[CH:7]=[C:47]1[c:46]2[cH:45][c:44]([S:41]([NH:40][c:36]3[cH:35][c:34]([OH:33])[cH:39][cH:38][cH:37]3)(=[O:42])=[O:43])[cH:56][cH:55][c:54]2-[c:53]2[c:48]1[cH:49][c:50]([S:57](=[O:58])(=[O:59])[NH:60][c:61]1[cH:62][c:63]([OH:67])[cH:64][cH:65][cH:66]1)[cH:51][cH:52]2. The product is CCOC(=O)C=C1c2cc(S(=O)(=O)Nc3cccc(O)c3)ccc2-c2ccc(S(=O)(=O)Nc3cccc(O)c3)cc21. Reactants: C(C)(C)(C)C1=CC(=C(C=N1)C=1N([C@]([C@](N1)(C)C1=CC=C(C=C1)Cl)(C)C1=CC=C(C=C1)Cl)C(=O)N1CCC(CC1)CC(=O)O)OCC ({1-[(4S,5R)-2-(6-tert-butyl-4-ethoxy-pyridin-3-yl)-4,5-bis-(4-chloro-phenyl)-4,5-dimethyl-4,5-dihydro-imidazole-1-carbonyl]-piperidin-4-yl}-acetic acid), C(C)OCCNCCOCC (bis-(2-ethoxy-ethyl)-amine). The product is C(C)(C)(C)C1=CC(=C(C=N1)C=1N([C@]([C@](N1)(C)C1=CC=C(C=C1)Cl)(C)C1=CC=C(C=C1)Cl)C(=O)N1CCC(CC1)CC(=O)N(CCOCC)CCOCC)OCC (2-{1-[(4S,5R)-2-(6-tert-Butyl-4-ethoxy-pyridin-3-yl)-4,5-bis-(4-chloro-phenyl)-4,5-dimethyl-4,5-dihydro-imidazole-1-carbonyl]-piperidin-4-yl}-N,N-bis-(2-ethoxy-ethyl)-acetamide). RXN SMILES: [C:1]([C:5]1[N:10]=[CH:9][C:8]([C:11]2[N:12]([C:32]([N:34]3[CH2:39][CH2:38][CH:37]([CH2:40][C:41]([OH:43])=O)[CH2:36][CH2:35]3)=[O:33])[C@@:13]([C:25]3[CH:30]=[CH:29][C:28]([Cl:31])=[CH:27][CH:26]=3)([CH3:24])[C@@:14]([C:17]3[CH:22]=[CH:21][C:20]([Cl:23])=[CH:19][CH:18]=3)([CH3:16])[N:15]=2)=[C:7]([O:44][CH2:45][CH3:46])[CH:6]=1)([CH3:4])([CH3:3])[CH3:2].[CH2:47]([O:49][CH2:50][CH2:51][NH:52][CH2:53][CH2:54][O:55][CH2:56][CH3:57])[CH3:48]>>[C:1]([C:5]1[N:10]=[CH:9][C:8]([C:11]2[N:12]([C:32]([N:34]3[CH2:35][CH2:36][CH:37]([CH2:40][C:41]([N:52]([CH2:53][CH2:54][O:55][CH2:56][CH3:57])[CH2:51][CH2:50][O:49][CH2:47][CH3:48])=[O:43])[CH2:38][CH2:39]3)=[O:33])[C@@:13]([C:25]3[CH:26]=[CH:27][C:28]([Cl:31])=[CH:29][CH:30]=3)([CH3:24])[C@@:14]([C:17]3[CH:18]=[CH:19][C:20]([Cl:23])=[CH:21][CH:22]=3)([CH3:16])[N:15]=2)=[C:7]([O:44][CH2:45][CH3:46])[CH:6]=1)([CH3:4])([CH3:2])[CH3:3]. Reported procedure: In a manner analogous to the method described in example 163, {1-[(4S,5R)-2-(6-tert-butyl-4-ethoxy-pyridin-3-yl)-4,5-bis-(4-chloro-phenyl)-4,5-dimethyl-4,5-dihydro-imidazole-1-carbonyl]-piperidin-4-yl}-acetic acid was coupled with bis-(2-ethoxy-ethyl)-amine (TCI-US) to give the title compound. HR-MS (ES, m/z) calculated for C44H60Cl2N5O5 [(M+H)+] 808.3966, observed 808.3968. The reactants are IC1=C(N=NC(=C1)C1=CC=NC=C1)OC (4-Iodo-3-methoxy-6-pyridin-4-yl-pyridazine), C(C)(C)(C)OC(=O)N1C(=C(C2=CC=CC=C12)C)B1OC(C(O1)(C)C)(C)C (3-Methyl-2-(4,4,5,5-tetramethyl-[1,3,2]dioxaborolan-2-yl)-indole-1-carb-oxylic acid tert-butyl ester), C([O-])([O-])=O.[K+].[K+] (potassium carbonate), C1(=CC=CC=C1)P(C1=CC=CC=C1)C1=CC=CC=C1 (triphenylphosphine). Reagents/catalysts: C(C)(=O)[O-].[Pd+2].C(C)(=O)[O-] (palladium (II) acetate). Solvent: C(C)(=O)OCC (ethyl acetate), COCCOC (DME), O (water). Product: C(C)(C)(C)OC(=O)N1C(=C(C2=CC=CC=C12)C)C1=C(N=NC(=C1)C1=CC=NC=C1)OC (2-(3-Methoxy-6-pyridin-4-yl-pyridazin-4-yl)-3-methyl-indole-1-carboxylic acid tert-butyl ester). As a reaction SMILES: I[C:2]1[CH:7]=[C:6]([C:8]2[CH:13]=[CH:12][N:11]=[CH:10][CH:9]=2)[N:5]=[N:4][C:3]=1[O:14][CH3:15].[C:16]([O:20][C:21]([N:23]1[C:31]2[C:26](=[CH:27][CH:28]=[CH:29][CH:30]=2)[C:25]([CH3:32])=[C:24]1B1OC(C)(C)C(C)(C)O1)=[O:22])([CH3:19])([CH3:18])[CH3:17].C(=O)([O-])[O-].[K+].[K+].C1(P(C2C=CC=CC=2)C2C=CC=CC=2)C=CC=CC=1>COCCOC.O.C([O-])(=O)C.[Pd+2].C([O-])(=O)C.C(OCC)(=O)C>[C:16]([O:20][C:21]([N:23]1[C:31]2[C:26](=[CH:27][CH:28]=[CH:29][CH:30]=2)[C:25]([CH3:32])=[C:24]1[C:2]1[CH:7]=[C:6]([C:8]2[CH:13]=[CH:12][N:11]=[CH:10][CH:9]=2)[N:5]=[N:4][C:3]=1[O:14][CH3:15])=[O:22])([CH3:19])([CH3:18])[CH3:17] |f:2.3.4,8.9.10|. Procedure: Argon is passed for 30 min through a suspension of 333 mg 4-Iodo-3-methoxy-6-pyridin-4-yl-pyridazine, 380 mg 3-Methyl-2-(4,4,5,5-tetramethyl-[1,3,2]dioxaborolan-2-yl)-indole-1-carb-oxylic acid tert-butyl ester, 294 mg potassium carbonate, and 111.6 mg triphenylphosphine in 4.8 ml DME and 2.4 ml water. 24 mg palladium (II) acetate is added and the mixture stirred under reflux for 3 h. The product is isolated by extraction with ethyl acetate and purified by chromatography on silica gel yielding 52... Reactants: ClC=1C=C(C=CC1)C1=CC=C2C=NC(=NN21)S(=O)C (7-(3-Chloro-phenyl)-2-methanesulfinyl-pyrrolo[2,1-f][1,2,4]triazine), C(C)(C)N(C(C)C)CC (N,N-Diisopropylethylamine), CS(=O)(=O)C1=C(C=C(C=C1)N)N1CCOCC1 (4-Methanesulfonyl-3-morpholin-4-yl-phenylamine), COCCO (2-Methoxyethanol). Reaction SMILES: [Cl:1][C:2]1[CH:3]=[C:4]([C:8]2[N:16]3[C:11]([CH:12]=[N:13][C:14](S(C)=O)=[N:15]3)=[CH:10][CH:9]=2)[CH:5]=[CH:6][CH:7]=1.C(N(CC)C(C)C)(C)C.CS(C1C=CC(N)=CC=1N1CCOCC1)(=O)=O.[CH3:46][O:47][CH2:48][CH2:49][OH:50]>>[Cl:1][C:2]1[CH:3]=[C:4]([C:8]2[N:16]3[C:11]([CH:12]=[N:13][C:14]([O:50][CH2:49][CH2:48][O:47][CH3:46])=[N:15]3)=[CH:10][CH:9]=2)[CH:5]=[CH:6][CH:7]=1. Product: ClC=1C=C(C=CC1)C1=CC=C2C=NC(=NN21)OCCOC (7-(3-Chloro-phenyl)-2-(2-methoxy-ethoxy)-pyrrolo[2,1-f][1,2,4]triazine). Procedure details: 7-(3-Chloro-phenyl)-2-methanesulfinyl-pyrrolo[2,1-f][1,2,4]triazine (126.9 mg, 0.0004350 mol), N,N-Diisopropylethylamine (0.114 mL, 0.000652 mol) and 4-Methanesulfonyl-3-morpholin-4-yl-phenylamine (223 mg, 0.000870 mol) were dissolved in 2-Methoxyethanol (3.05 mL) and The reaction was microwaved on 300 watts, 180° C. for 40 minutes or until HPLC showed consumption of starting material. LC/MS and NMR data showed that the solvent underwent addition to the sulfoxide rather than the aniline. The rea...